This data is from the Open Reaction Database (ORD), a public repository of structured organic reaction records. The task is: describe an organic reaction: reactants, conditions, products, and yield The reactants are CC1=CC=C(C=C1)C(C(C)Br)=O (1-(4-methylphenyl)-1-oxo-2-bromopropane), CN1C=NC=C1 (1-methylimidazole). The solvent is C(C)OCC (diethyl ether). The product is [Br-].C[NH+]1CN(C=C1)C(C(=O)C1=CC=C(C=C1)C)C (1-methyl-3-[1-methyl-2-(4-methylphenyl)-2-oxoethyl]-1H-imidazolium bromide). Yield: 10.6%. As a reaction SMILES: [CH3:1][C:2]1[CH:7]=[CH:6][C:5]([C:8](=[O:12])[CH:9]([Br:11])[CH3:10])=[CH:4][CH:3]=1.[CH3:13][N:14]1[CH:18]=[CH:17][N:16]=[CH:15]1>C(OCC)C>[Br-:11].[CH3:13][NH+:14]1[CH:18]=[CH:17][N:16]([CH:9]([CH3:10])[C:8]([C:5]2[CH:6]=[CH:7][C:2]([CH3:1])=[CH:3][CH:4]=2)=[O:12])[CH2:15]1 |f:3.4|. Procedure: A solution 2.24 g (0.01 mol) of 1-(4-methylphenyl)-1-oxo-2-bromopropane and 0.9 g (0.011 mol) of 1-methylimidazole in 50 ml of diethyl ether was stirred at room for approximately 18 hours. The reaction solvent was decanted, and the residue was washed with diethyl ether and dissolved in acetonitrile. The resulting solution was diluted with diethyl ether and the precipitated solid was collected by filtration. The solid was recrystallized from acetonitrile/diethyl ether to afford 0.33 g of 1-methyl...